From a dataset of the Open Reaction Database (ORD), a public repository of structured organic reaction records. describe an organic reaction: reactants, conditions, products, and yield Procedure: Trifluoroacetic acid (TFA) (3 mL) was added to a solution of 1-methylethyl((2S,4R)-1-acetyl-6-{4-[2-({[(1,1-dimethylethyl)oxy]carbonyl}amino)ethyl]phenyl}-2-methyl-1,2,3,4-tetrahydro-4-quinolinyl)carbamate (for a preparation see Intermediate 87) (50 mg, 0.098 mmol) in dichloromethane (DCM) (3.00 mL) and the resulting mixture was stirred at room temperature under nitrogen for 3 h then concentrated in vacuo. The residue obtained was co-evaporated with toluene then purified using a SCX column (5 g,... Conditions: time 3 hour. Run in ClCCl (dichloromethane). Yield: 80.0%. The product is Cl.CC(C)N(C(O)=O)[C@@H]1C[C@@H](N(C2=CC=C(C=C12)C1=CC=C(C=C1)CCNC(=O)OC(C)(C)C)C(C)=O)C (1-methylethyl((2S,4R)-1-acetyl-6-{4-[2-({[(1,1-dimethylethyl)oxy]carbonyl}amino)ethyl]phenyl}-2-methyl-1,2,3,4-tetrahydro-4-quinolinyl)carbamate hydrochloride). The reactants are C1(=CC=CC=C1)C (toluene), FC(C(=O)O)(F)F (Trifluoroacetic acid), CC(C)OC(N[C@@H]1C[C@@H](N(C2=CC=C(C=C12)C1=CC=C(C=C1)CCNC(=O)OC(C)(C)C)C(C)=O)C)=O (1-methylethyl((2S,4R)-1-acetyl-6-{4-[2-({[(1,1-dimethylethyl)oxy]carbonyl}amino)ethyl]phenyl}-2-methyl-1,2,3,4-tetrahydro-4-quinolinyl)carbamate), Cl (HCl), Intermediate 87. Reaction SMILES: FC(F)(F)[C:3]([OH:5])=[O:4].CC(OC(=O)[NH:13][C@H:14]1[C:23]2[C:18](=[CH:19][CH:20]=[C:21]([C:24]3[CH:29]=[CH:28][C:27]([CH2:30][CH2:31][NH:32][C:33]([O:35][C:36]([CH3:39])([CH3:38])[CH3:37])=[O:34])=[CH:26][CH:25]=3)[CH:22]=2)[N:17]([C:40](=[O:42])[CH3:41])[C@@H:16]([CH3:43])[CH2:15]1)C.[C:45]1(C)[CH:50]=CC=C[CH:46]=1.[ClH:52]>ClCCl>[ClH:52].[CH3:46][CH:45]([N:13]([C@H:14]1[C:23]2[C:18](=[CH:19][CH:20]=[C:21]([C:24]3[CH:29]=[CH:28][C:27]([CH2:30][CH2:31][NH:32][C:33]([O:35][C:36]([CH3:37])([CH3:38])[CH3:39])=[O:34])=[CH:26][CH:25]=3)[CH:22]=2)[N:17]([C:40](=[O:42])[CH3:41])[C@@H:16]([CH3:43])[CH2:15]1)[C:3](=[O:4])[OH:5])[CH3:50] |f:5.6|. Starting materials: [H-].[Al+3].[Li+].[H-].[H-].[H-] (lithium aluminium hydride), COC1=CC=C2CCC(C2=C1)CN=[N+]=[N-] (6-methoxyindan-1-ylmethylazide), O (water), [OH-].[Na+] (sodium hydroxide), O (water). Run in C(C)OCC (diethyl ether), C(C)OCC (diethyl ether). The product is COC1=CC=C2CCC(C2=C1)CN (N-(6-methoxyindan-1-ylmethyl)amine). RXN SMILES: [CH3:1][O:2][C:3]1[CH:11]=[C:10]2[C:6]([CH2:7][CH2:8][CH:9]2[CH2:12][N:13]=[N+]=[N-])=[CH:5][CH:4]=1.[H-].[Al+3].[Li+].[H-].[H-].[H-].O.[OH-].[Na+]>C(OCC)C>[CH3:1][O:2][C:3]1[CH:11]=[C:10]2[C:6]([CH2:7][CH2:8][CH:9]2[CH2:12][NH2:13])=[CH:5][CH:4]=1 |f:1.2.3.4.5.6,8.9|. Procedure details: 20 g (0.1 mol) of 6-methoxyindan-1-ylmethylazide are dissolved in 400 ml of diethyl ether and added dropwise, at 25-30° , to a suspension of 5.0 g (0.13 mol) of lithium aluminium hydride in 200 ml of diethyl ether. When the addition has been completed, the mixture is maintained under reflux for 6 hours and, while cooling with ice, 5 ml of water, 5 ml of 15% sodium hydroxide solution and 15 ml of water are added thereto. The white precipitate which has formed is filtered off and boiled up 3 times... Starting materials: C(C)(C)(C)OC(=O)N1CCC=2C(=NN(C2CC1)CC1=CC=C(C=C1)Cl)C1=CC=C(C=C1)Cl (1-(4-Chloro-benzyl)-3-(4-chloro-phenyl)-4,5,7,8-tetrahydro-1H-1,2,6-triaza-azulene-6-carboxylic acid tert-butyl ester), [O-]P(=O)([O-])[O-].[K+].[K+].[K+] (K3PO4), ClC1=CC=C(C=C1)B(O)O (4-chlorophenylboronic acid), PdCl2dppf, C(C)(C)(C)OC(=O)N1CCC=2C(=NN(C2CC1)CC1=CC=C(C=C1)Cl)S(=O)(=O)C(F)(F)F (1-(4-chloro-benzyl)-3-trifluoromethanesulfonyl-4,5,7,8-tetrahydro-1H-1,2,6-triaza-azulene-6-carboxylic acid tert-butyl ester). Run in C1CCOC1 (THF). Product: ClC1=CC=C(CN2N=C(C=3CCNCCC23)C2=CC=C(C=C2)Cl)C=C1 (1-(4-Chloro-benzyl)-3-(4-chloro-phenyl)-1,4,5,6,7,8-hexahydro-1,2,6-triaza-azulene). RXN SMILES: C(OC([N:8]1[CH2:17][CH2:16][C:15]2[N:14]([CH2:18][C:19]3[CH:24]=[CH:23][C:22]([Cl:25])=[CH:21][CH:20]=3)[N:13]=[C:12]([C:26]3[CH:31]=[CH:30][C:29]([Cl:32])=[CH:28][CH:27]=3)[C:11]=2[CH2:10][CH2:9]1)=O)(C)(C)C.C(OC(N1CCC2N(CC3C=CC(Cl)=CC=3)N=C(S(C(F)(F)F)(=O)=O)C=2CC1)=O)(C)(C)C.[O-]P([O-])([O-])=O.[K+].[K+].[K+].ClC1C=CC(B(O)O)=CC=1>C1COCC1>[Cl:25][C:22]1[CH:21]=[CH:20][C:19]([CH2:18][N:14]2[C:15]3[CH2:16][CH2:17][NH:8][CH2:9][CH2:10][C:11]=3[C:12]([C:26]3[CH:31]=[CH:30][C:29]([Cl:32])=[CH:28][CH:27]=3)=[N:13]2)=[CH:24][CH:23]=1 |f:2.3.4.5|. Reported procedure: 1-(4-Chloro-benzyl)-3-(4-chloro-phenyl)-4,5,7,8-tetrahydro-1H-1,2,6-triaza-azulene-6-carboxylic acid tert-butyl ester. To a solution of 142.7 mg of 1-(4-chloro-benzyl)-3-trifluoromethanesulfonyl-4,5,7,8-tetrahydro-1H-1,2,6-triaza-azulene-6-carboxylic acid tert-butyl ester, prepared as in Example 43, Steps A through C, in 3 mL of THF was added 0.17 g of K3PO4, 54.9 mg of 4-chlorophenylboronic acid, and 22.1 mg of PdCl2dppf. The mixture was heated at reflux for 48 h. The mixture was filtered throu... Starting materials: C=C1CC(C(=O)OCC)C(C(=O)OCC)C1, [Cl-], [K+], [K+], [K+], [Na+], [Na+], [OH-], O=P([O-])([O-])[O-]. Yields the product C=C1CC(C(=O)O)C(C(=O)OCC)C1. As a reaction SMILES: [CH2:1]([CH3:2])[O:3][C:4](=[O:5])[CH:6]1[CH:7]([C:12](=[O:13])[O:14][CH2:15][CH3:16])[CH2:8][C:9](=[CH2:11])[CH2:10]1.[Cl-:25].[K+:22].[K+:23].[K+:24].[Na+:26].[Na+:28].[OH-:27].[P:17]([O-:18])([O-:19])([O-:20])=[O:21]>>[CH2:1]([CH3:2])[O:3][C:4](=[O:5])[CH:6]1[CH:7]([C:12](=[O:13])[OH:14])[CH2:8][C:9](=[CH2:11])[CH2:10]1. Starting materials: BrCc1ccccc1, O=C([O-])[O-], CC(C)=O, [K+], [K+], OCCCCCCCCc1ccc(O)cc1. Product: OCCCCCCCCc1ccc(OCc2ccccc2)cc1. As a reaction SMILES: [Br:23][CH2:24][c:25]1[cH:26][cH:27][cH:28][cH:29][cH:30]1.[C:17](=[O:18])([O-:19])[O-:20].[CH3:31][C:32](=[O:33])[CH3:34].[K+:21].[K+:22].[OH:1][c:2]1[cH:3][cH:4][c:5]([CH2:8][CH2:9][CH2:10][CH2:11][CH2:12][CH2:13][CH2:14][CH2:15][OH:16])[cH:6][cH:7]1>>[O:1]([c:2]1[cH:3][cH:4][c:5]([CH2:8][CH2:9][CH2:10][CH2:11][CH2:12][CH2:13][CH2:14][CH2:15][OH:16])[cH:6][cH:7]1)[CH2:24][c:25]1[cH:26][cH:27][cH:28][cH:29][cH:30]1. Reaction conditions: time 13 hour. Reported procedure: Aqueous H2O2 (30%, 32.8 mL, 321 mmol) was added dropwise to a stirred solution of (2-bromo-6-methoxyquinolin-3-yl)boronic acid (4.64 g, 16.45 mmol) and NH4Cl (3.29 g, 61.5 mmol) in Et2O (82 mL) and water (82 mL). After 13 h, NH4Cl (3.29 g, 61.5 mmol) and aqueous H2O2 (30%, 32.8 mL, 321 mmol) were added, and the mixture was stirred for 48 h. The precipitate was collected and washed with water, then dried at 50° C. to afford the title compound (4.18 g, 100%) as a solid that was used directly in th... RXN SMILES: [OH:1]O.[Br:3][C:4]1[C:13](B(O)O)=[CH:12][C:11]2[C:6](=[CH:7][CH:8]=[C:9]([O:17][CH3:18])[CH:10]=2)[N:5]=1.[NH4+].[Cl-]>CCOCC.O>[Br:3][C:4]1[C:13]([OH:1])=[CH:12][C:11]2[C:6](=[CH:7][CH:8]=[C:9]([O:17][CH3:18])[CH:10]=2)[N:5]=1 |f:2.3|. Yield: 100.0%. Run in CCOCC (Et2O), O (water). Reactants: OO (H2O2), BrC1=NC2=CC=C(C=C2C=C1B(O)O)OC ((2-bromo-6-methoxyquinolin-3-yl)boronic acid), [NH4+].[Cl-] (NH4Cl), [NH4+].[Cl-] (NH4Cl), OO (H2O2). Yields the product BrC1=NC2=CC=C(C=C2C=C1O)OC (2-Bromo-6-methoxyquinolin-3-ol). Starting materials: FC=1C=C2C(=C(C=NC2=CN1)C#N)NC1=CC(=CC=C1)C(C)C (6-fluoro-4-[(3-isopropylphenyl)amino]-1,7-naphthyridine-3-carbonitrile), N1(CCOCC1)CCN (2-morpholin-4-yl-ethylamine). Procedure: Following the procedure described above in Example 34, 6-fluoro-4-[(3-isopropylphenyl)amino]-1,7-naphthyridine-3-carbonitrile was reacted with 2-morpholin-4-yl-ethylamine in pyridine. The crude product was purified by flash column chromatography (1% methanol in methylene chloride) to give a yellow solid (0.15 g, 54%). 1H NMR (400 MHz, DMSO-D6) δ ppm 1.2 (d, J=7.1 Hz, 6 H) 2.4 (m, 4 H) 2.6 (m, 2 H) 2.9 (dq, J=6.9 Hz, 1 H) 3.4 (m, 2 H) 3.6 (m, 4 H) 6.6 (t, J=5.4 Hz, 1 H) 7.1 (m, 4 H) 7.3 (t, J=8.0... Yields the product C(C)(C)C=1C=C(C=CC1)NC1=C(C=NC2=CN=C(C=C12)NCCN1CCOCC1)C#N (4-[(3-isopropylphenyl)amino]-6-[(2-morpholin-4-ylethyl)amino]-1,7-naphthyridine-3-carbonitrile). The solvent is N1=CC=CC=C1 (pyridine). Yield: 54.0%. RXN SMILES: F[C:2]1[CH:3]=[C:4]2[C:9](=[CH:10][N:11]=1)[N:8]=[CH:7][C:6]([C:12]#[N:13])=[C:5]2[NH:14][C:15]1[CH:20]=[CH:19][CH:18]=[C:17]([CH:21]([CH3:23])[CH3:22])[CH:16]=1.[N:24]1([CH2:30][CH2:31][NH2:32])[CH2:29][CH2:28][O:27][CH2:26][CH2:25]1>N1C=CC=CC=1>[CH:21]([C:17]1[CH:16]=[C:15]([NH:14][C:5]2[C:4]3[C:9](=[CH:10][N:11]=[C:2]([NH:32][CH2:31][CH2:30][N:24]4[CH2:29][CH2:28][O:27][CH2:26][CH2:25]4)[CH:3]=3)[N:8]=[CH:7][C:6]=2[C:12]#[N:13])[CH:20]=[CH:19][CH:18]=1)([CH3:23])[CH3:22].